Dataset: the Open Reaction Database (ORD), a public repository of structured organic reaction records. Task: describe an organic reaction: reactants, conditions, products, and yield The reactants are N1=CC=CC=C1 (pyridine), crude intermediate, CS(=O)(=O)N(NS(=O)(=O)C)CCOS(=O)(=O)C (BMH), [Cl-].[Li+] (lithium chloride). Solvent: CC(=O)C (acetone). Yields the product CS(=O)(=O)N(NS(=O)(=O)C)CCCl (1,2-bis(methylsulfonyl)-1-(2-chloroethyl)hydrazine). Isolated yield 20.0%. As a reaction SMILES: N1C=CC=CC=1.[CH3:7][S:8]([N:11]([CH2:17][CH2:18]OS(C)(=O)=O)[NH:12][S:13]([CH3:16])(=[O:15])=[O:14])(=[O:10])=[O:9].[Cl-:24].[Li+]>CC(C)=O>[CH3:7][S:8]([N:11]([CH2:17][CH2:18][Cl:24])[NH:12][S:13]([CH3:16])(=[O:15])=[O:14])(=[O:10])=[O:9] |f:2.3|. Procedure details: A three-step process with a total yield less than 10% has been previously reported published in the following patents and journal articles: U.S. Pat. No. 5,637,619 (Jun. 10, 1997 for VNP40101M); U.S. Pat. No. 4,684,747 (Aug. 4, 1987 for intermediate VNP4090CE); WO97/02029 (Jan. 23, 1997); Journal of Medicinal Chemistry, 1990, 33(8): 2259-2264; Journal of Medicinal Chemistry, 1996, 39(3): 796-801, as illustrated in FIG. 1. 2-Hydroxyethylhydrazine (HEH) was used a starting material and reacted wit... The reactants are CN=C=O, COc1cc(OS(C)(=O)=O)ccc1-c1nc2ccc(N)cc2[nH]1, C1CCOC1. Yields the product CNC(=O)Nc1ccc2nc(-c3ccc(OS(C)(=O)=O)cc3OC)[nH]c2c1. As a reaction SMILES: [CH3:24][N:25]=[C:26]=[O:27].[NH2:1][c:2]1[cH:3][c:4]2[c:5]([n:6][c:7](-[c:9]3[c:10]([O:20][CH3:21])[cH:11][c:12]([O:15][S:16](=[O:17])(=[O:18])[CH3:19])[cH:13][cH:14]3)[nH:8]2)[cH:22][cH:23]1.[O:28]1[CH2:29][CH2:30][CH2:31][CH2:32]1>>[NH:1]([c:2]1[cH:3][c:4]2[c:5]([n:6][c:7](-[c:9]3[c:10]([O:20][CH3:21])[cH:11][c:12]([O:15][S:16](=[O:17])(=[O:18])[CH3:19])[cH:13][cH:14]3)[nH:8]2)[cH:22][cH:23]1)[C:26]([NH:25][CH3:24])=[O:27]. The reactants are N1(C=NC=C1)C1=C(C=C(C=O)C=C1)OC (4-(1H-imidazol-1-yl)-3-methoxybenzaldehyde), ClN1C(CCC1=O)=O (N-chlorosuccinimide). Run in C(Cl)(Cl)Cl (chloroform). Product: ClC1=CN=CN1C1=C(C=C(C=O)C=C1)OC (4-(5-chloro-1H-imidazol-1-yl)-3-methoxybenzaldehyde). The yield is 23.9%. Reaction SMILES: [N:1]1([C:6]2[CH:13]=[CH:12][C:9]([CH:10]=[O:11])=[CH:8][C:7]=2[O:14][CH3:15])[CH:5]=[CH:4][N:3]=[CH:2]1.[Cl:16]N1C(=O)CCC1=O>C(Cl)(Cl)Cl>[Cl:16][C:5]1[N:1]([C:6]2[CH:13]=[CH:12][C:9]([CH:10]=[O:11])=[CH:8][C:7]=2[O:14][CH3:15])[CH:2]=[N:3][CH:4]=1. Procedure: To a chloroform (3 mL) solution of the 4-(1H-imidazol-1-yl)-3-methoxybenzaldehyde (50 mg) obtained in Example 111, N-chlorosuccinimide (35 mg) was added, and the reaction solution was heated to reflux for 1.5 hours. The reaction mixture was allowed to be cooled and then purified by silica gel column chromatography (elution solvent: hexane-ethyl acetate system), and 4-(2-chloro-1H-imidazol-1-yl)-3-methoxybenzaldehyde (13 mg) and 4-(5-chloro-1H-imidazol-1-yl)-3-methoxybenzaldehyde (14 mg) were obt... Reactants: COC(=O)C=1NN=C(C1)OCC=1C(=NOC1C)C1=CC=CC=C1 (5-(5-methyl-3-phenyl-isoxazol-4-ylmethoxy)-2H-pyrazole-3-carboxylic acid methyl ester), CN(N)C (N,N-dimethylhydrazine). Product: CN(NC(=O)C=1NN=C(C1)OCC=1C(=NOC1C)C1=CC=CC=C1)C (5-(5-Methyl-3-phenyl-isoxazol-4-ylmethoxy)-2H-pyrazole-3-carboxylic acid N′,N′-dimethyl-hydrazide). Procedure: As described for example 1b, 5-(5-methyl-3-phenyl-isoxazol-4-ylmethoxy)-2H-pyrazole-3-carboxylic acid methyl ester (100 mg, 0.32 mmol) was converted, using N,N-dimethylhydrazine instead of morpholine, to the title compound (26 mg, 24%), which was obtained as a white solid. MS: m/e=342.1 [M+H]+. Reaction SMILES: CO[C:3]([C:5]1[NH:6][N:7]=[C:8]([O:10][CH2:11][C:12]2[C:13]([C:18]3[CH:23]=[CH:22][CH:21]=[CH:20][CH:19]=3)=[N:14][O:15][C:16]=2[CH3:17])[CH:9]=1)=[O:4].[CH3:24][N:25]([CH3:27])[NH2:26]>>[CH3:24][N:25]([CH3:27])[NH:26][C:3]([C:5]1[NH:6][N:7]=[C:8]([O:10][CH2:11][C:12]2[C:13]([C:18]3[CH:19]=[CH:20][CH:21]=[CH:22][CH:23]=3)=[N:14][O:15][C:16]=2[CH3:17])[CH:9]=1)=[O:4]. Yield: 24.0%. Reactants: CC(CC(=O)OC)(C)N(CC1=CC=CC=C1)C(C(=O)OC)=O (methyl 3-methyl-3-[[(methyloxy)(oxo)acetyl](phenylmethyl)amino]butanoate), C[O-].[Na+] (NaOMe). Run in C1(=CC=CC=C1)C (toluene), CO (MeOH). Reaction conditions: temperature 80 celsius, time 2 hour. Yields the product CC1(N(C(C(C1C(=O)OC)=O)=O)CC1=CC=CC=C1)C (methyl 2,2-dimethyl-4,5-dioxo-1-(phenylmethyl)-3-pyrrolidinecarboxylate). The yield is 89.6%. RXN SMILES: [CH3:1][C:2]([N:9]([C:17](=[O:22])[C:18](OC)=[O:19])[CH2:10][C:11]1[CH:16]=[CH:15][CH:14]=[CH:13][CH:12]=1)([CH3:8])[CH2:3][C:4]([O:6][CH3:7])=[O:5].C[O-].[Na+]>C1(C)C=CC=CC=1.CO>[CH3:1][C:2]1([CH3:8])[CH:3]([C:4]([O:6][CH3:7])=[O:5])[C:18](=[O:19])[C:17](=[O:22])[N:9]1[CH2:10][C:11]1[CH:16]=[CH:15][CH:14]=[CH:13][CH:12]=1 |f:1.2|. Reported procedure: To a mixture of methyl 3-methyl-3-[[(methyloxy)(oxo)acetyl](phenylmethyl)amino]butanoate (6.9702 g, 22.68 mmol) in toluene (110 mL) was added 25% w/w NaOMe in MeOH (14 mL). The mixture was heated at 80° C. and stirred for 2 h. The solution was then cooled to room temperature and concentrated in vacuo to ca. ½ volume. The residue was partitioned between DCM (200 mL) and 1 N aq. HCl (200 mL). The aqueous phase was extracted with a fresh portion of DCM (100 mL), and the combined organic phase was d... Reactants: [OH-].[Na+] (NaOH), C(C1=CC=CC=C1)(C1=CC=CC=C1)(C1=CC=CC=C1)OCCCCCC(=O)OC (Methyl 6-trityloxy-hexanoate), [OH-].[Na+] (NaOH). The solvent is C1CCOC1 (THF), O (water). Run at time 2 day. Product: C(C1=CC=CC=C1)(C1=CC=CC=C1)(C1=CC=CC=C1)OCCCCCC(=O)O (6-Trityloxyhexanoic acid). The yield is 78.1%. RXN SMILES: [OH-].[Na+].[C:3]([O:22][CH2:23][CH2:24][CH2:25][CH2:26][CH2:27][C:28]([O:30]C)=[O:29])([C:16]1[CH:21]=[CH:20][CH:19]=[CH:18][CH:17]=1)([C:10]1[CH:15]=[CH:14][CH:13]=[CH:12][CH:11]=1)[C:4]1[CH:9]=[CH:8][CH:7]=[CH:6][CH:5]=1>C1COCC1.O>[C:3]([O:22][CH2:23][CH2:24][CH2:25][CH2:26][CH2:27][C:28]([OH:30])=[O:29])([C:10]1[CH:11]=[CH:12][CH:13]=[CH:14][CH:15]=1)([C:16]1[CH:21]=[CH:20][CH:19]=[CH:18][CH:17]=1)[C:4]1[CH:5]=[CH:6][CH:7]=[CH:8][CH:9]=1 |f:0.1|. Procedure details: An aqueous solution of 5 M NaOH (17.5 mL, 87.5 mmol) was added to a stirring solution of 15a (20.1 g, 51.6 mmol) in 130 mL of THF and 52.5 mL of water at room temperature. After stirring for 2 days, 3.1 mL of 5 M NaOH (15.5 mmol) was added, and stirring was continued for another 2 days. The THF was removed under reduced pressure, then the aqueous residue was acidified with 1 M HCl to pH 5 and extracted with diethyl ether. The combined organic layers were washed with brine and dried over MgSO4. T... Reactants: BrC=1C(CCC1)=O (2-bromocyclopent-2-enone), C(C1=CC=CC=C1)N (benzyl amine). The reagents and catalysts are [Br-].C(CCC)[N+](CCCC)(CCCC)CCCC (tetrabutylammonium bromide). Solvent: O (H2O). Conditions: time 24 hour. Yields the product C(C1=CC=CC=C1)N1C2CCC(C12)=O (6-benzyl-6-azabicyclo[3.1.0]hexan-2-one). Reaction SMILES: Br[C:2]1[C:3](=[O:7])[CH2:4][CH2:5][CH:6]=1.[CH2:8]([NH2:15])[C:9]1[CH:14]=[CH:13][CH:12]=[CH:11][CH:10]=1>O.[Br-].C([N+](CCCC)(CCCC)CCCC)CCC>[CH2:8]([N:15]1[CH:2]2[CH:6]1[CH2:5][CH2:4][C:3]2=[O:7])[C:9]1[CH:14]=[CH:13][CH:12]=[CH:11][CH:10]=1 |f:3.4|. Procedure details: To a stirred solution of 2-bromocyclopent-2-enone (1.00 g, 6.21 mmol) in H2O (25 mL), tetrabutylammonium bromide (400 mg, 1.24 mmol) and benzyl amine (790 mg, 7.45 mmol) were added at room temperature. The reaction mixture was stirred for 24 hours and then extracted with EtOAc (100 mL). The organic layer was separated, washed with brine, and dried over anhydrous Na2SO4, filtered and concentrated in vacuo. Purification of the residue on a silica gel column with 0 to 30% EtOAc/Hexanes afforded 6-b... Reactants: C(C)OC(C(C)N1C=CC2=CC(=CC=C12)OCC1=CC=CC=C1)=O (2-(5-benzyloxy-indol-1-yl)-propionic acid ethyl ester), [Li+].CC(C)[N-]C(C)C (LDA), CI (methyl iodide), [Li+].CC(C)[N-]C(C)C (LDA). Run in C1CCOC1 (THF). Reaction conditions: time 30 minute. Yields the product C(C)OC(C(C)(C)N1C=CC2=CC(=CC=C12)OCC1=CC=CC=C1)=O (2-(5-Benzyloxy-indol-1-yl)-2-methyl-propionic acid ethyl ester). Reaction SMILES: [CH2:1]([O:3][C:4](=[O:24])[CH:5]([N:7]1[C:15]2[C:10](=[CH:11][C:12]([O:16][CH2:17][C:18]3[CH:23]=[CH:22][CH:21]=[CH:20][CH:19]=3)=[CH:13][CH:14]=2)[CH:9]=[CH:8]1)[CH3:6])[CH3:2].[Li+].[CH3:26]C([N-]C(C)C)C.CI>C1COCC1>[CH2:1]([O:3][C:4](=[O:24])[C:5]([N:7]1[C:15]2[C:10](=[CH:11][C:12]([O:16][CH2:17][C:18]3[CH:23]=[CH:22][CH:21]=[CH:20][CH:19]=3)=[CH:13][CH:14]=2)[CH:9]=[CH:8]1)([CH3:26])[CH3:6])[CH3:2] |f:1.2|. Procedure details: To a solution of 2-(5-benzyloxy-indol-1-yl)-propionic acid ethyl ester (20 g, 61.5 mmol) in THF (180 mL) is added LDA (2.0 M toluene, 37 mL) dropwise at −78° C. After the addition of LDA, the mixture is stirred for 30 min, then methyl iodide (8.77 g, 122.6 mmol) is added. The reaction mixture is allowed to warm to room temperature, after stirred for 2 hrs, quenched by water, extracted with ethyl acetate, dried over sodium sulfate. Concentration yields the title compound.